This data is from the Open Reaction Database (ORD), a public repository of structured organic reaction records. The task is: describe an organic reaction: reactants, conditions, products, and yield Reactants: COC(C1=CC=C(C=C1)CC1=CN(C2=CC(=CC=C2C1=O)Cl)C1=NC=CC=C1)=O (4-(7-chloro-4-oxo-1-pyridin-2-yl-1,4-dihydro-quinolin-3-ylmethyl)-benzoic acid methyl ester), O.[OH-].[Li+] (lithium hydroxide monohydrate), O.[OH-].[Li+] (lithium hydroxide monohydrate), O.[OH-].[Li+] (lithium hydroxide monohydrate). Run in O1CCCC1 (tetrahydrofuran), O (water), O (water). Run at temperature 25 celsius, time 24 hour. Yields the product ClC1=CC=C2C(C(=CN(C2=C1)C1=NC=CC=C1)CC1=CC=C(C(=O)O)C=C1)=O (4-(7-chloro-4-oxo-1-pyridin-2-yl-1,4-dihydro-quinolin-3-ylmethyl)-benzoic acid). The yield is 66.6%. As a reaction SMILES: C[O:2][C:3](=[O:29])[C:4]1[CH:9]=[CH:8][C:7]([CH2:10][C:11]2[C:20](=[O:21])[C:19]3[C:14](=[CH:15][C:16]([Cl:22])=[CH:17][CH:18]=3)[N:13]([C:23]3[CH:28]=[CH:27][CH:26]=[CH:25][N:24]=3)[CH:12]=2)=[CH:6][CH:5]=1.O.[OH-].[Li+]>O1CCCC1.O>[Cl:22][C:16]1[CH:15]=[C:14]2[C:19]([C:20](=[O:21])[C:11]([CH2:10][C:7]3[CH:6]=[CH:5][C:4]([C:3]([OH:29])=[O:2])=[CH:9][CH:8]=3)=[CH:12][N:13]2[C:23]2[CH:28]=[CH:27][CH:26]=[CH:25][N:24]=2)=[CH:18][CH:17]=1 |f:1.2.3|. Procedure: A solution of 4-(7-chloro-4-oxo-1-pyridin-2-yl-1,4-dihydro-quinolin-3-ylmethyl)-benzoic acid methyl ester (28 mg, 69.2 μmol) in tetrahydrofuran (553 μL) at 25° C. was treated with a solution of lithium hydroxide monohydrate (5.8 mg, 138 μmol) in water (138 μL). The reaction was stirred at 25° C. for 24 h. At this time, LCMS indicated that the reaction was incomplete. The reaction was treated with additional lithium hydroxide monohydrate (5.8 mg, 138 μmol). The reaction was stirred overnight at 2... Reactants: BrC(C(=O)C1=CC=C(C=C1)F)C1=CC=C(C=C1)S(=O)(=O)C (2-bromo-1-(4-fluorophenyl)-2-(4-methylsulfonylphenyl) ethanone), C(#N)CC(=S)N (2-cyanothioacetamide). Run in C(C)O (ethanol). Product: C(#N)CC=1SC(=C(N1)C1=CC=C(C=C1)F)C1=CC=C(C=C1)SC (2-(cyanomethyl)-4-(4-fluorophenyl)-5-(4-methylthiophenyl)thiazole), crystals. Isolated yield 36.0%. As a reaction SMILES: Br[CH:2]([C:12]1[CH:17]=[CH:16][C:15]([S:18]([CH3:21])(=O)=O)=[CH:14][CH:13]=1)[C:3]([C:5]1[CH:10]=[CH:9][C:8]([F:11])=[CH:7][CH:6]=1)=O.[C:22]([CH2:24][C:25]([NH2:27])=[S:26])#[N:23]>C(O)C>[C:22]([CH2:24][C:25]1[S:26][C:2]([C:12]2[CH:17]=[CH:16][C:15]([S:18][CH3:21])=[CH:14][CH:13]=2)=[C:3]([C:5]2[CH:10]=[CH:9][C:8]([F:11])=[CH:7][CH:6]=2)[N:27]=1)#[N:23]. Procedure details: To a solution of 2-bromo-1-(4-fluorophenyl)-2-(4-methylsulfonylphenyl)ethanone (Example 26, Step 2) (0.249 g, 0.734 mmol) in ethanol (9 mL) in a 25 mL round bottom flask was added 2-cyanothioacetamide (0.077 g, 0.771 mmol) and the solution heated to reflux for 14 hours. The reaction was cooled to room temperature, was was concentrated in vacuo and the residue dissolved in ethyl acetate. This solution was washed successively with Na2CO3 (10% solution) and brine, dried over Na2SO4, filtered and re...